From a dataset of the Open Reaction Database (ORD), a public repository of structured organic reaction records. describe an organic reaction: reactants, conditions, products, and yield Reactants: C(O)([O-])=O.[Na+] (sodium hydrogen carbonate), CC(C)=CC (2-methyl-2-butene), O.C1(=CC=C(C=C1)S(=O)(=O)O)C (p-toluenesulfonic acid monohydrate), CC1=NNC=C1C(=O)OC (Methyl 3-methyl-1H-pyrazole-4-carboxylate). Solvent: C(C)#N (acetonitrile). Conditions: temperature 120 celsius, time 4 hour. Yields the product CC(CC)(C)N1N=C(C(=C1)C(=O)OC)C (methyl 1-(1,1-dimethylpropyl)-3-methyl-1H-pyrazole-4-carboxylate). Isolated yield 29.0%. As a reaction SMILES: [CH3:1][C:2]1[C:6]([C:7]([O:9][CH3:10])=[O:8])=[CH:5][NH:4][N:3]=1.[CH3:11][C:12](=[CH:14][CH3:15])[CH3:13].O.C1(C)C=CC(S(O)(=O)=O)=CC=1.C(=O)([O-])O.[Na+]>C(#N)C>[CH3:11][C:12]([N:4]1[CH:5]=[C:6]([C:7]([O:9][CH3:10])=[O:8])[C:2]([CH3:1])=[N:3]1)([CH3:13])[CH2:14][CH3:15] |f:2.3,4.5|. Procedure details: Methyl 3-methyl-1H-pyrazole-4-carboxylate (10.8 g) synthesized in Example 1(3) was dissolved in acetonitrile (100 mL), 2-methyl-2-butene (16.3 mL) and p-toluenesulfonic acid monohydrate (4.4 g) were added, and the mixture was stirred in a sealed tube at 120° C. for 4 hr. The reaction mixture was poured into aqueous sodium hydrogen carbonate solution, and the mixture was extracted with ethyl acetate. The extract was concentrated under reduced pressure, and the residue was purified by silica gel c... Starting materials: C(=O)(OCC)C=1NC(=C(C1CC)C)CC (2-Carbethoxy-3,5-diethyl-4-methyl-pyrrole), C(CC)=O (propionaldehyde). Product: C(CC)C=1NC(=C(C1CC)C)CC (2-n-propyl-3,5-diethyl-4-methylpyrrole). Reaction SMILES: [C:1]([C:6]1[NH:7][C:8]([CH2:14][CH3:15])=[C:9]([CH3:13])[C:10]=1[CH2:11][CH3:12])(OCC)=O.[CH:16](=O)[CH2:17]C>>[CH2:1]([C:6]1[NH:7][C:8]([CH2:14][CH3:15])=[C:9]([CH3:13])[C:10]=1[CH2:11][CH3:12])[CH2:16][CH3:17]. Procedure details: 2-Carbethoxy-3,5-diethyl-4-methyl-pyrrole was reductively alkylated with propionaldehyde to yield 2-n-propyl-3,5-diethyl-4-methylpyrrole. ##STR90## The reactants are Brc1cccnc1, O=C(OCc1ccccc1)N1CC2CNC2C1. The product is O=C(OCc1ccccc1)N1CC2CN(c3cccnc3)C2C1. Reaction SMILES: [Br:18][c:19]1[cH:20][n:21][cH:22][cH:23][cH:24]1.[CH:1]12[CH2:2][N:3]([C:8](=[O:9])[O:10][CH2:11][c:12]3[cH:13][cH:14][cH:15][cH:16][cH:17]3)[CH2:4][CH:5]1[NH:6][CH2:7]2>>[CH:1]12[CH2:2][N:3]([C:8](=[O:9])[O:10][CH2:11][c:12]3[cH:13][cH:14][cH:15][cH:16][cH:17]3)[CH2:4][CH:5]1[N:6]([c:19]1[cH:20][n:21][cH:22][cH:23][cH:24]1)[CH2:7]2. Reactants: CC=1NC2=CC=C(C(=C2C1)C(F)(F)F)C#N (2-methyl-4-(trifluoromethyl)-1H-indole-5-carbonitrile), ClCC1=NOC(=N1)C1=CC(=CC=C1)C(F)(F)F (3-(chloromethyl)-5-[3-(trifluoromethyl)phenyl]-1,2,4-oxadiazole). Product: CC=1N(C2=CC=C(C(=C2C1)C(F)(F)F)C#N)CC1=NOC(=N1)C1=CC(=CC=C1)C(F)(F)F (2-Methyl-4-(trifluoromethyl)-1-({5-[3-(trifluoromethyl)phenyl]-1,2,4-oxadiazol-3-yl}methyl)-1H-indole-5-carbonitrile). As a reaction SMILES: [CH3:1][C:2]1[NH:3][C:4]2[C:9]([CH:10]=1)=[C:8]([C:11]([F:14])([F:13])[F:12])[C:7]([C:15]#[N:16])=[CH:6][CH:5]=2.Cl[CH2:18][C:19]1[N:23]=[C:22]([C:24]2[CH:29]=[CH:28][CH:27]=[C:26]([C:30]([F:33])([F:32])[F:31])[CH:25]=2)[O:21][N:20]=1>>[CH3:1][C:2]1[N:3]([CH2:18][C:19]2[N:23]=[C:22]([C:24]3[CH:29]=[CH:28][CH:27]=[C:26]([C:30]([F:33])([F:31])[F:32])[CH:25]=3)[O:21][N:20]=2)[C:4]2[C:9]([CH:10]=1)=[C:8]([C:11]([F:12])([F:14])[F:13])[C:7]([C:15]#[N:16])=[CH:6][CH:5]=2. Procedure: Alternatively, 2-Methyl-4-(trifluoromethyl)-1-({5-[3-(trifluoromethyl)phenyl]-1,2,4-oxadiazol-3-yl}methyl)-1H-indole-5-carbonitrile was synthesized as described in Example 4 using 2-methyl-4-(trifluoromethyl)-1H-indole-5-carbonitrile and 3-(chloromethyl)-5-[3-(trifluoromethyl)phenyl]-1,2,4-oxadiazole. Starting materials: CO, Cl, [Fe], CCCCC(Cn1ccnc1)c1ccc([N+](=O)[O-])cc1, O. The product is CCCCC(Cn1ccnc1)c1ccc(N)cc1. Reaction SMILES: [CH3:23][OH:24].[ClH:21].[Fe:25].[N+:1]([O-:2])(=[O:3])[c:4]1[cH:5][cH:6][c:7]([CH:10]([CH2:11][n:12]2[cH:13][n:14][cH:15][cH:16]2)[CH2:17][CH2:18][CH2:19][CH3:20])[cH:8][cH:9]1.[OH2:22]>>[NH2:1][c:4]1[cH:5][cH:6][c:7]([CH:10]([CH2:11][n:12]2[cH:13][n:14][cH:15][cH:16]2)[CH2:17][CH2:18][CH2:19][CH3:20])[cH:8][cH:9]1. The reactants are C(C)(=O)O (acetic acid), NNC(=S)N (thiosemicarbazide), C[C@H]1[C@H]([C@H](C[C@@H](O1)O[C@H]2C[C@@](CC=3C2=C(C4=C(C3O)C(=O)C5=CC=CC(=C5C4=O)OC)O)(C(=O)C)O)N)O.Cl (Daunorubicin hydrochloride). Run in C(C)O (ethanol). Yields the product Cl.N(NC(=S)N)=C1C=2C=CC=CC2CC2=CC=3CCCCC3C=C12 ((thiosemicarbazono)-5,7,8,9,10,12-hexahydro-naphthacene hydrochloride). Isolated yield 187.5%. Reaction SMILES: C[C@@H]1O[C@@H](O[C@@H:9]2[C:14]3=[C:15](O)[C:16]4[C:28](=O)[C:27]5[C:22](=[CH:23][CH:24]=[CH:25][C:26]=5OC)[C:20](=O)[C:17]=4[C:18](O)=[C:13]3[CH2:12][C@@:11](O)(C(C)=O)[CH2:10]2)C[C@H](N)[C@@H]1O.[ClH:39].C(O)(=O)C.[NH2:44][NH:45][C:46]([NH2:48])=[S:47]>C(O)C>[ClH:39].[N:44](=[C:20]1[C:17]2[C:16](=[CH:15][C:14]3[CH2:9][CH2:10][CH2:11][CH2:12][C:13]=3[CH:18]=2)[CH2:28][C:27]2[CH:26]=[CH:25][CH:24]=[CH:23][C:22]1=2)[NH:45][C:46]([NH2:48])=[S:47] |f:0.1,5.6|. Reported procedure: Daunorubicin hydrochloride (0.4 g.) is dissolved in ethanol (60 cc.) containing 2.5% of acetic acid, and thiosemicarbazide (0.135 g.) is then added. The resulting mixture is heated for 12 hours to 45° C. with stirring, then evaporated to dryness under reduced pressure, and the residue is taken up in water (50 cc.). The resulting solution is lyophilised to give 4-methoxy-5- (or 12-) oxo-6,9,11-trihydroxy-7-(2,3,6-O-tridesoxy-3-amino-1-L-lyxohexosyl)-9-[1-(thiosemicarbazono)ethyl]-12- (or 5-) (thi... The reactants are CN, CCO, O=[N+]([O-])c1c(F)cc(F)cc1F, O. Yields the product CNc1cc(F)cc(F)c1[N+](=O)[O-]. RXN SMILES: [CH3:13][NH2:14].[CH3:16][CH2:17][OH:18].[F:1][c:2]1[c:3]([N+:10](=[O:11])[O-:12])[c:4]([F:9])[cH:5][c:6]([F:8])[cH:7]1.[OH2:15]>>[F:1][c:2]1[c:3]([N+:10](=[O:11])[O-:12])[c:4]([NH:14][CH3:13])[cH:5][c:6]([F:8])[cH:7]1.